This data is from the Open Reaction Database (ORD), a public repository of structured organic reaction records. The task is: describe an organic reaction: reactants, conditions, products, and yield Starting materials: [O-][I+3]([O-])([O-])[O-], O=[N+]([O-])C=C(NCCSCc1nccs1)NCCSCc1nccs1, [Na+], O. Product: O=[N+]([O-])C=C(NCCSCc1nccs1)NCCS(=O)Cc1nccs1. Reaction SMILES: [I+3:26]([O-:27])([O-:28])([O-:29])[O-:30].[N+:1](=[O:2])([O-:3])[CH:4]=[C:5]([NH:6][CH2:7][CH2:8][S:9][CH2:10][c:11]1[s:12][cH:13][cH:14][n:15]1)[NH:16][CH2:17][CH2:18][S:19][CH2:20][c:21]1[s:22][cH:23][cH:24][n:25]1.[Na+:31].[OH2:32]>>[N+:1](=[O:2])([O-:3])[CH:4]=[C:5]([NH:6][CH2:7][CH2:8][S:9]([CH2:10][c:11]1[s:12][cH:13][cH:14][n:15]1)=[O:27])[NH:16][CH2:17][CH2:18][S:19][CH2:20][c:21]1[s:22][cH:23][cH:24][n:25]1.